describe an organic reaction: reactants, conditions, products, and yield From a dataset of the Open Reaction Database (ORD), a public repository of structured organic reaction records. Reactants: O=C([O-])[O-], Cc1nc2cc(F)c([N+](=O)[O-])cc2s1, [K+], [K+], CN(C)C=O, Sc1cccc2cnccc12. Yields the product Cc1nc2cc(Sc3cccc4cnccc34)c([N+](=O)[O-])cc2s1. RXN SMILES: [C:26](=[O:27])([O-:28])[O-:29].[F:12][c:13]1[c:14]([N+:23](=[O:24])[O-:25])[cH:15][c:16]2[c:17]([n:18][c:19]([CH3:21])[s:20]2)[cH:22]1.[K+:30].[K+:31].[O:32]=[CH:33][N:34]([CH3:35])[CH3:36].[cH:1]1[n:2][cH:3][cH:4][c:5]2[c:6]([SH:11])[cH:7][cH:8][cH:9][c:10]12>>[cH:1]1[n:2][cH:3][cH:4][c:5]2[c:6]([S:11][c:13]3[c:14]([N+:23](=[O:24])[O-:25])[cH:15][c:16]4[c:17]([n:18][c:19]([CH3:21])[s:20]4)[cH:22]3)[cH:7][cH:8][cH:9][c:10]12.